This data is from the Open Reaction Database (ORD), a public repository of structured organic reaction records. The task is: describe an organic reaction: reactants, conditions, products, and yield Reactants: N(=C=S)C1=CC=C(OCCN2CCCC2)C=C1 (1-[2-(4-Isothiocyanato-phenoxy)-ethyl]-pyrrolidine), BrCC(=O)C1=CC(=CC=C1)F (2-Bromo-1-(3-fluoro-phenyl)ethanone), N#CN (cyanamide), CC(C)([O-])C.[K+] (Potassium t-butoxide). The solvent is C(C)#N (acetonitrile), O (water). Reaction conditions: time 1 hour. Yields the product C(C)(=O)O.NC=1N=C(SC1C(=O)C1=CC(=CC=C1)F)NC1=CC=C(C=C1)OCCN1CCCC1 ([4-Amino-2-[4-(2-pyrrolidin-1-yl-ethoxy)-phenylamino]-thiazol-5-yl]-(3-fluoro-phenyl)-methanone; Compound With Acetic Acid). RXN SMILES: [N:1]([C:4]1[CH:17]=[CH:16][C:7]([O:8][CH2:9][CH2:10][N:11]2[CH2:15][CH2:14][CH2:13][CH2:12]2)=[CH:6][CH:5]=1)=[C:2]=[S:3].[N:18]#[C:19][NH2:20].CC(C)([O-:24])C.[K+].Br[CH2:28][C:29]([C:31]1[CH:36]=[CH:35][CH:34]=[C:33]([F:37])[CH:32]=1)=[O:30]>C(#N)C.O>[C:7]([OH:24])(=[O:8])[CH3:16].[NH2:18][C:19]1[N:20]=[C:2]([NH:1][C:4]2[CH:5]=[CH:6][C:7]([O:8][CH2:9][CH2:10][N:11]3[CH2:12][CH2:13][CH2:14][CH2:15]3)=[CH:16][CH:17]=2)[S:3][C:28]=1[C:29]([C:31]1[CH:36]=[CH:35][CH:34]=[C:33]([F:37])[CH:32]=1)=[O:30] |f:2.3,7.8|. Procedure: 1-[2-(4-Isothiocyanato-phenoxy)-ethyl]-pyrrolidine (50 mg, 0.2 mmol) (from Example 5) and cyanamide (9.2 mg, 0.22 mmol) in acetonitrile (2 mL). Potassium t-butoxide solution (2 mL, 0.1M in tert-butanol, 0.2 mmol) was added and the solution stirred for 1 hour. 2-Bromo-1-(3-fluoro-phenyl)ethanone (44 mg, 2 mmol) (Maybridge Chemical.) was added and the solution was stirred at room temperature for 4 hours, poured into water, stirred for 1 hour, extracted with ethyl acetate, dried (Na2SO4) and concen... Reactants: CC(C)(C)OC(=O)NCC(=O)N1CCOCC1, C1COCCO1, Cl. Yields the product Cl, NCC(=O)N1CCOCC1. As a reaction SMILES: [C:1]([O:2][C:3](=[O:4])[NH:7][CH2:8][C:9](=[O:10])[N:11]1[CH2:12][CH2:13][O:14][CH2:15][CH2:16]1)([CH3:5])([CH3:6])[CH3:17].[CH2:19]1[O:20][CH2:21][CH2:22][O:23][CH2:24]1.[ClH:18]>>[ClH:18].[NH2:7][CH2:8][C:9](=[O:10])[N:11]1[CH2:12][CH2:13][O:14][CH2:15][CH2:16]1. Starting materials: CCc1cccc(C)c1CCl, COCCOC, [I-], [K+], Cc1nc2cccc(N)c2[nH]1, [Na+], [Na+], O=C([O-])[O-]. Product: CCc1cccc(C)c1CNc1cccc2nc(C)[nH]c12. RXN SMILES: [CH2:12]([CH3:13])[c:14]1[c:15]([CH2:16][Cl:17])[c:18]([CH3:22])[cH:19][cH:20][cH:21]1.[CH2:31]([CH2:32][O:33][CH3:34])[O:35][CH3:36].[I-:30].[K+:29].[NH2:1][c:2]1[cH:3][cH:4][cH:5][c:6]2[n:7][c:8]([CH3:11])[nH:9][c:10]12.[Na+:23].[Na+:24].[O-:25][C:26](=[O:27])[O-:28]>>[NH:1]([c:2]1[cH:3][cH:4][cH:5][c:6]2[n:7][c:8]([CH3:11])[nH:9][c:10]12)[CH2:16][c:15]1[c:14]([CH2:12][CH3:13])[cH:21][cH:20][cH:19][c:18]1[CH3:22]. Starting materials: O=C([O-])[O-], Cc1ccc(CCl)cc1, CC(C)=O, [K+], [K+], O, CON=C(C(=O)N(C)C)C(C)=NO. Product: CON=C(C(=O)N(C)C)C(C)=NOCc1ccc(C)cc1. As a reaction SMILES: [C:23](=[O:24])([O-:25])[O-:26].[CH3:14][c:15]1[cH:16][cH:17][c:18]([CH2:19][Cl:20])[cH:21][cH:22]1.[CH3:30][C:31](=[O:32])[CH3:33].[K+:27].[K+:28].[OH2:29].[OH:1][N:2]=[C:3]([C:4]([C:5](=[O:6])[N:7]([CH3:8])[CH3:9])=[N:10][O:11][CH3:12])[CH3:13]>>[O:1]([N:2]=[C:3]([C:4]([C:5](=[O:6])[N:7]([CH3:8])[CH3:9])=[N:10][O:11][CH3:12])[CH3:13])[CH2:19][c:18]1[cH:17][cH:16][c:15]([CH3:14])[cH:22][cH:21]1. As a reaction SMILES: [C:13]([CH3:14])([CH3:15])([CH3:16])[O:17][C:18]([N:19]([CH:20]1[CH2:21][NH:22][CH2:23][CH2:24]1)[CH3:25])=[O:26].[C:27]([n:28]1[cH:29][cH:30][n:31][cH:32]1)([n:33]1[cH:34][cH:35][n:36][cH:37]1)=[O:38].[CH2:39]1[O:40][CH2:41][CH2:42][CH2:43]1.[nH:1]1[c:2]([C:10](=[O:11])[OH:12])[cH:3][c:4]2[cH:5][cH:6][cH:7][cH:8][c:9]12>>[nH:1]1[c:2]([C:10](=[O:12])[N:22]2[CH2:21][CH:20]([N:19]([C:18]([O:17][C:13]([CH3:14])([CH3:15])[CH3:16])=[O:26])[CH3:25])[CH2:24][CH2:23]2)[cH:3][c:4]2[cH:5][cH:6][cH:7][cH:8][c:9]12. The reactants are CN(C(=O)OC(C)(C)C)C1CCNC1, O=C(n1ccnc1)n1ccnc1, C1CCOC1, O=C(O)c1cc2ccccc2[nH]1. Yields the product CN(C(=O)OC(C)(C)C)C1CCN(C(=O)c2cc3ccccc3[nH]2)C1. Procedure details: To a solution of 2-chloro-4-morpholin-4-yl-thieno[3,2-d]pyrimidine (1.0 g, 3.91 mmol) in anhydrous THF (50 mL) was added N,N,N′,N′-tetramethylethylenediamine (0.68 mL, 4.53 mmol) and the resulting mixture was cooled to −78° C. n-Butyl lithium (2.5 M in hexanes, 1.9 mL, 4.75 mmol) was added dropwise and the resulting suspension allowed to warm to −30° C. over 1 h. The reaction mixture was cooled to −78° C. and treated with DMF (0.7 mL, 9.04 mmol), then stirred at RT for 30 min. The reaction mixtu... Run at temperature -30 celsius, time 30 minute. Reaction SMILES: [Cl:1][C:2]1[N:3]=[C:4]([N:11]2[CH2:16][CH2:15][O:14][CH2:13][CH2:12]2)[C:5]2[S:10][CH:9]=[CH:8][C:6]=2[N:7]=1.CN(C)CCN(C)C.C([Li])CCC.CN([CH:33]=[O:34])C.Cl>C1COCC1>[Cl:1][C:2]1[N:3]=[C:4]([N:11]2[CH2:16][CH2:15][O:14][CH2:13][CH2:12]2)[C:5]2[S:10][C:9]([CH:33]=[O:34])=[CH:8][C:6]=2[N:7]=1. The solvent is C1CCOC1 (THF). Reactants: CN(C)C=O (DMF), Cl (HCl), ClC=1N=C(C2=C(N1)C=CS2)N2CCOCC2 (2-chloro-4-morpholin-4-yl-thieno[3,2-d]pyrimidine), CN(CCN(C)C)C (N,N,N′,N′-tetramethylethylenediamine), C(CCC)[Li] (n-Butyl lithium). Product: ClC=1N=C(C2=C(N1)C=C(S2)C=O)N2CCOCC2 (2-Chloro-4-morpholin-4-yl-thieno[3,2-d]pyrimidine-6-carbaldehyde). Starting materials: Cc1ccccc1, CC(C)NC(C)C, CCOC(=O)c1ccc(CCl)o1. The product is CCOC(=O)c1ccc(CN(C(C)C)C(C)C)o1. Reaction SMILES: [CH3:20][c:21]1[cH:22][cH:23][cH:24][cH:25][cH:26]1.[CH:13]([CH3:14])([CH3:15])[NH:16][CH:17]([CH3:18])[CH3:19].[Cl:1][CH2:2][c:3]1[cH:4][cH:5][c:6]([C:8](=[O:9])[O:10][CH2:11][CH3:12])[o:7]1>>[CH2:2]([c:3]1[cH:4][cH:5][c:6]([C:8](=[O:9])[O:10][CH2:11][CH3:12])[o:7]1)[N:16]([CH:13]([CH3:14])[CH3:15])[CH:17]([CH3:18])[CH3:19]. Reactants: CCOC(=O)C1(CI)CCN(C(=O)c2ccccc2OC)C1, N#Cc1cnc(-c2ccc(O)cc2)nc1. The product is CCOC(=O)C1(COc2ccc(-c3ncc(C#N)cn3)cc2)CCN(C(=O)c2ccccc2OC)C1. Reaction SMILES: [CH2:16]([CH3:17])[O:18][C:19](=[O:20])[C:21]1([CH2:36][I:37])[CH2:22][N:23]([C:26]([c:27]2[c:28]([O:33][CH3:34])[cH:29][cH:30][cH:31][cH:32]2)=[O:35])[CH2:24][CH2:25]1.[OH:1][c:2]1[cH:3][cH:4][c:5](-[c:8]2[n:9][cH:10][c:11]([C:14]#[N:15])[cH:12][n:13]2)[cH:6][cH:7]1>>[O:1]([c:2]1[cH:3][cH:4][c:5](-[c:8]2[n:9][cH:10][c:11]([C:14]#[N:15])[cH:12][n:13]2)[cH:6][cH:7]1)[CH2:36][C:21]1([C:19]([O:18][CH2:16][CH3:17])=[O:20])[CH2:22][N:23]([C:26]([c:27]2[c:28]([O:33][CH3:34])[cH:29][cH:30][cH:31][cH:32]2)=[O:35])[CH2:24][CH2:25]1.